Task: describe an organic reaction: reactants, conditions, products, and yield. Dataset: the Open Reaction Database (ORD), a public repository of structured organic reaction records Reactants: Cl (HCl), C(C)(=O)OC(C([C@H](C)NC(=O)OC(C)(C)C)=O)SC ((3S)-3-([(1,1-dimethylethyl)oxy]carbonylamino)-1-(methylsulfanyl)-2-oxobutyl ethanoate), CCO (EtOH), [BH4-].[Na+] (NaBH4). Run in O (H2O), CCOC(=O)C (EtOAc). Reaction conditions: temperature -20 celsius, time 1 hour. The product is C(C)(=O)OCC([C@H](C)NC(=O)OC(C)(C)C)O ((3S)-3-([(1,1-dimethylethyl)oxy]carbonylamino)-2-hydroxybutyl ethanoate). RXN SMILES: [C:1]([O:4][CH:5](SC)[C:6](=[O:17])[C@@H:7]([NH:9][C:10]([O:12][C:13]([CH3:16])([CH3:15])[CH3:14])=[O:11])[CH3:8])(=[O:3])[CH3:2].CCO.[BH4-].[Na+].Cl>O.CCOC(C)=O>[C:1]([O:4][CH2:5][CH:6]([OH:17])[C@@H:7]([NH:9][C:10]([O:12][C:13]([CH3:16])([CH3:15])[CH3:14])=[O:11])[CH3:8])(=[O:3])[CH3:2] |f:2.3|. Reported procedure: To a suitable reactor was added 3d (2.2 g, 1.0 equiv) and EtOH (11 mL) at 20-30° C. under N2. The mixture was cooled to −25 to −15° C., and NaBH4 (304.1 mg, 0.8 equiv) in H2O (4 mL) was added at below −15° C. The reaction mixture was warmed to −5-5° C. and stirred for 1 hr. The reaction was deemed complete as determined by TLC. 1N HCl aqueous solution (32 mL) was added at below 10° C., and the mixture was warmed to 20-30° C. EtOAc (200 mL) was added at 20-30° C., and the mixture was stirred at t... Reactants: ClCCl, CC(=O)O, CCOC(C)=O, [N-]=[N+]=[N-], [Na+], [OH-], O=C(O)c1ncc2[nH]c3ccccc3c2n1. The product is Nc1ncc2[nH]c3ccccc3c2n1. RXN SMILES: [CH2:32]([Cl:33])[Cl:34].[CH3:20][C:21](=[O:22])[OH:23].[CH3:26][CH2:27][O:28][C:29](=[O:30])[CH3:31].[N-:1]=[N+:2]=[N-:3].[Na+:25].[OH-:24].[n:4]1[c:5]([C:17]([OH:18])=[O:19])[n:6][cH:7][c:8]2[nH:9][c:10]3[cH:11][cH:12][cH:13][cH:14][c:15]3[c:16]12>>[NH2:1][c:5]1[n:4][c:16]2[c:8]([cH:7][n:6]1)[nH:9][c:10]1[cH:11][cH:12][cH:13][cH:14][c:15]12. Reaction SMILES: [F:1][C:2]([F:23])([F:22])[C:3]1[CH:4]=[CH:5][C:6]2[N:12]=[C:11]([NH:13][NH2:14])[CH2:10][N:9]=[C:8]([C:15]3[CH:20]=[CH:19][CH:18]=[CH:17][CH:16]=3)[C:7]=2[CH:21]=1.[Br:24][CH2:25][C:26](=O)[CH3:27]>>[F:23][C:2]([F:1])([F:22])[C:3]1[CH:4]=[CH:5][C:6]2[N:12]=[C:11]([NH:13][N:14]=[C:26]([CH3:27])[CH2:25][Br:24])[CH2:10][N:9]=[C:8]([C:15]3[CH:20]=[CH:19][CH:18]=[CH:17][CH:16]=3)[C:7]=2[CH:21]=1. The reactants are FC(C=1C=CC2=C(C(=NCC(=N2)NN)C2=CC=CC=C2)C1)(F)F (7-(trifluoromethyl) -2-hydrazino-5-phenyl-3H-1,4-benzodiazepine), BrCC(C)=O (bromopropanone). The product is FC(C=1C=CC2=C(C(=NCC(=N2)NN=C(CBr)C)C2=CC=CC=C2)C1)(F)F (7-(trifluoromethyl)-2-[ (2-bromo-1-methylethylidene)hydrazino]-5-phenyl-3H-1,4-benzodiazepine). Reported procedure: In the manner given in Example 1, 7-(trifluoromethyl) -2-hydrazino-5-phenyl-3H-1,4-benzodiazepine can be reacted with bromopropanone to give 7-(trifluoromethyl)-2-[ (2-bromo-1-methylethylidene)hydrazino]-5-phenyl-3H-1,4-benzodiazepine. Reactants: COCCO, CCOc1cc2ncc(C#N)c(Cl)c2cc1OCC, Cc1cc(=O)oc2cc(N)ccc12, [Na+], [Na+], O=C([O-])[O-], O. The product is CCOc1cc2ncc(C#N)c(Nc3ccc4c(C)cc(=O)oc4c3)c2cc1OCC. As a reaction SMILES: [CH3:40][O:41][CH2:42][CH2:43][OH:44].[Cl:1][c:2]1[c:3]([C:18]#[N:19])[cH:4][n:5][c:6]2[cH:7][c:8]([O:15][CH2:16][CH3:17])[c:9]([O:12][CH2:13][CH3:14])[cH:10][c:11]12.[NH2:20][c:21]1[cH:22][cH:23][c:24]2[c:25]([CH3:32])[cH:26][c:27](=[O:31])[o:28][c:29]2[cH:30]1.[Na+:33].[Na+:34].[O-:35][C:36](=[O:37])[O-:38].[OH2:39]>>[c:2]1([NH:20][c:21]2[cH:22][cH:23][c:24]3[c:25]([CH3:32])[cH:26][c:27](=[O:31])[o:28][c:29]3[cH:30]2)[c:3]([C:18]#[N:19])[cH:4][n:5][c:6]2[cH:7][c:8]([O:15][CH2:16][CH3:17])[c:9]([O:12][CH2:13][CH3:14])[cH:10][c:11]12.